Task: describe an organic reaction: reactants, conditions, products, and yield. Dataset: the Open Reaction Database (ORD), a public repository of structured organic reaction records Starting materials: C1(CC1)N1C(C2=CC=CC(=C2C=C1)I)=O (2-cyclopropyl-5-iodoisoquinolin-1(2H)-one), ClC=1C=C(CN)C=CC1Cl (3,4-dichloro-benzylamine), N12CCCCCC2=NCCC1 (1,8-diazabicyclo[5.4.0]undec-7-ene), O1CCOCC1 (1,4-dioxane). The reagents and catalysts are [C-]#[O+].[C-]#[O+].[C-]#[O+].[C-]#[O+].[C-]#[O+].[C-]#[O+].[Mo] (molybdenum hexacarbonyl), C(C)(=O)[O-].[Pd+2].C(C)(=O)[O-] (palladium acetate). Run at temperature 110 celsius. Product: C1(CC1)N1C(C=2C=CC=C(C2C=C1)C(=O)NCC1=CC(=C(C=C1)Cl)Cl)=O (2-Cyclopropyl-N-(3,4-dichlorobenzyl)-1-oxo-1,2-dihydroisoquinoline-5-carboxamide). As a reaction SMILES: [CH:1]1([N:4]2[CH:13]=[CH:12][C:11]3[C:6](=[CH:7][CH:8]=[CH:9][C:10]=3I)[C:5]2=[O:15])[CH2:3][CH2:2]1.[Cl:16][C:17]1[CH:18]=[C:19]([CH:22]=[CH:23][C:24]=1[Cl:25])[CH2:20][NH2:21].N12CCCN=C1CCCCC2.[O:37]1CCOC[CH2:38]1>[C-]#[O+].[C-]#[O+].[C-]#[O+].[C-]#[O+].[C-]#[O+].[C-]#[O+].[Mo].C([O-])(=O)C.[Pd+2].C([O-])(=O)C>[CH:1]1([N:4]2[CH:13]=[CH:12][C:11]3[C:10]([C:38]([NH:21][CH2:20][C:19]4[CH:22]=[CH:23][C:24]([Cl:25])=[C:17]([Cl:16])[CH:18]=4)=[O:37])=[CH:9][CH:8]=[CH:7][C:6]=3[C:5]2=[O:15])[CH2:3][CH2:2]1 |f:4.5.6.7.8.9.10,11.12.13|. Procedure: A 5-mL process vial was charged with 2-cyclopropyl-5-iodoisoquinolin-1(2H)-one (100 mg, 0.0004 mol), 3,4-dichloro-benzylamine (200 mg, 0.001 mol), molybdenum hexacarbonyl (90 mg, 0.0004 mol), palladium acetate (8 mg, 0.00004 mol), 1,8-diazabicyclo[5.4.0]undec-7-ene (200 mg, 0.001 mol) and 1,4-dioxane (2 mL, 0.02 mol). The vessel was sealed under air and exposed to microwave heating for 15 min at 110° C. The reaction tube was thereafter cooled to room temperature, and the mixture was concentrated... The reactants are CN1C(NC(C=2N(C=NC12)C)=O)=O (3,7-dimethylxanthin), [H-].[Na+] (sodium hydride), C(C=C)OC(C(N(S(=O)(=O)C1=CC=C(C=C1)OC1=CC=CC=C1)C)CCBr)=O ((±)-2-(2-bromoethyl)-N-methyl-N-(4-phenoxybenzenesulfonyl)glycine allyl ester), [Cl-].[NH4+] (ammonium chloride). The solvent is CN(C=O)C (N,N-dimethylformamide), CN(C=O)C (N,N-dimethylformamide). Run at temperature 50 celsius, time 2 hour. Product: C(C=C)OC(C(N(S(=O)(=O)C1=CC=C(C=C1)OC1=CC=CC=C1)C)CCN1C(=O)N(C=2N=CN(C2C1=O)C)C)=O ((±)-2-[2-(3,7-Dimethylxanthin-1-yl)ethyl]-N-methyl-N-(4-phenoxybenzene-sulfonyl)glycine Allyl Ester). Yield: 30.3%. As a reaction SMILES: [CH3:1][N:2]1[C:10]2[N:9]=[CH:8][N:7]([CH3:11])[C:6]=2[C:5](=[O:12])[NH:4][C:3]1=[O:13].[H-].[Na+].[CH2:16]([O:19][C:20](=[O:43])[CH:21]([CH2:40][CH2:41]Br)[N:22]([CH3:39])[S:23]([C:26]1[CH:31]=[CH:30][C:29]([O:32][C:33]2[CH:38]=[CH:37][CH:36]=[CH:35][CH:34]=2)=[CH:28][CH:27]=1)(=[O:25])=[O:24])[CH:17]=[CH2:18].[Cl-].[NH4+]>CN(C)C=O>[CH2:16]([O:19][C:20](=[O:43])[CH:21]([CH2:40][CH2:41][N:4]1[C:5](=[O:12])[C:6]2[N:7]([CH3:11])[CH:8]=[N:9][C:10]=2[N:2]([CH3:1])[C:3]1=[O:13])[N:22]([CH3:39])[S:23]([C:26]1[CH:31]=[CH:30][C:29]([O:32][C:33]2[CH:34]=[CH:35][CH:36]=[CH:37][CH:38]=2)=[CH:28][CH:27]=1)(=[O:25])=[O:24])[CH:17]=[CH2:18] |f:1.2,4.5|. Reported procedure: After addition of 3,7-dimethylxanthin (1.10 g, 6.1 mmol) to a suspension of sodium hydride (60%, 0.24 g, 6.0 mmol) in N,N-dimethylformamide (20 ml), the mixture was stirred at 50° C. for 2 hours. After cooling it to room temperature, a solution of (±)-2-(2-bromoethyl)-N-methyl-N-(4-phenoxybenzenesulfonyl)glycine allyl ester (2.34 g, 5.0 mmol) in N,N-dimethylformamide (10 ml) was added to the reaction mixture. This was heated at 80° C. for 2 hours. After cooling it to room temperature, a saturate...